This data is from the Open Reaction Database (ORD), a public repository of structured organic reaction records. The task is: describe an organic reaction: reactants, conditions, products, and yield Starting materials: FC1=C(CC2=NN(C=3C2=NC=CC3)C3=NC(=C(C(=N3)N)N)N)C=CC=C1 (2-[3-(2-fluorobenzyl)-1H-pyrazolo[4,3-b]pyridin-1-yl]pyrimidine-4,5,6-triamine), ClC(=O)OC (methyl chloroformate). The solvent is N1=CC=CC=C1 (pyridine). Run at temperature 0 celsius, time 8 hour. The product is COC(NC=1C(=NC(=NC1N)N1N=C(C2=NC=CC=C21)CC2=C(C=CC=C2)F)N)=O (Methyl{4,6-diamino-2-[3-(2-fluorobenzyl)-1H-pyrazolo[4,3-b]pyridin-1-yl]pyrimidin-5-yl}-carbamate). Reaction SMILES: [F:1][C:2]1[CH:26]=[CH:25][CH:24]=[CH:23][C:3]=1[CH2:4][C:5]1[C:9]2=[N:10][CH:11]=[CH:12][CH:13]=[C:8]2[N:7]([C:14]2[N:19]=[C:18]([NH2:20])[C:17]([NH2:21])=[C:16]([NH2:22])[N:15]=2)[N:6]=1.Cl[C:28]([O:30][CH3:31])=[O:29]>N1C=CC=CC=1>[CH3:31][O:30][C:28](=[O:29])[NH:21][C:17]1[C:16]([NH2:22])=[N:15][C:14]([N:7]2[C:8]3[C:9](=[N:10][CH:11]=[CH:12][CH:13]=3)[C:5]([CH2:4][C:3]3[CH:23]=[CH:24][CH:25]=[CH:26][C:2]=3[F:1])=[N:6]2)=[N:19][C:18]=1[NH2:20]. Reported procedure: 200 mg (0.57 mmol) of 2-[3-(2-fluorobenzyl)-1H-pyrazolo[4,3-b]pyridin-1-yl]pyrimidine-4,5,6-triamine from example 8 are dissolved in 10 ml of pyridine. The solution is cooled to 0° C., and 81 mg (0.86 mmol) of methyl chloroformate are added. The reaction mixture is stirred at RT overnight and then concentrated in vacuo, mixed with ethyl acetate and washed twice with water and with saturated sodium chloride solution. The organic phase is dried over sodium sulfate and concentrated in vacuo. The re... Starting materials: ClC1=C2C=CC(=NC2=NC=C1)C(F)(F)F (5-Chloro-2-trifluoromethyl[1,8]naphthyridine), FC1=C(C=C(C=C1)B(O)O)C1=NC=C(C=C1F)F (4-fluoro-3-(3,5-difluoropyridin-2-yl)phenylboronic acid). Yields the product FC=1C(=NC=C(C1)F)C=1C=C(C=CC1F)C1=C2C=CC(=NC2=NC=C1)C(F)(F)F (5-[3-(3,5-difluoropyridin-2-yl)-4-fluorophenyl]-2-trifluoromethyl[1,8]-naphthyridine). Isolated yield 66.2%. RXN SMILES: Cl[C:2]1[CH:11]=[CH:10][N:9]=[C:8]2[C:3]=1[CH:4]=[CH:5][C:6]([C:12]([F:15])([F:14])[F:13])=[N:7]2.[F:16][C:17]1[CH:22]=[CH:21][C:20](B(O)O)=[CH:19][C:18]=1[C:26]1[C:31]([F:32])=[CH:30][C:29]([F:33])=[CH:28][N:27]=1>>[F:32][C:31]1[C:26]([C:18]2[CH:19]=[C:20]([C:2]3[CH:11]=[CH:10][N:9]=[C:8]4[C:3]=3[CH:4]=[CH:5][C:6]([C:12]([F:15])([F:14])[F:13])=[N:7]4)[CH:21]=[CH:22][C:17]=2[F:16])=[N:27][CH:28]=[C:29]([F:33])[CH:30]=1. Procedure: 5-Chloro-2-trifluoromethyl[1,8]naphthyridine (50 mg, 0.22 mmol) was coupled to 4-fluoro-3-(3,5-difluoropyridin-2-yl)phenylboronic acid (71 mg, 0.28 mmol) as described in Example 7 part g), affording 5-[3-(3,5-difluoropyridin-2-yl)-4-fluorophenyl]-2-trifluoromethyl[1,8]-naphthyridine (59 mg, 68%). δH (360 MHz, CDCl3) 7.36-7.44 (2H, m), 7.55-7.62 (2H, m), 7.75 (1H, dd, J 2.3 and 6.5), 7.85 (1H, d, J 8.8), 8.48 (1H, d, J 2.1), 8.57 (1H, d, J 8.8), 9.28 (1H, d, J 4.2). m/z (ES+) 406 [MH]+. Reactants: solution, C1(=CC=CC=C1)C#C[Mg]Br (phenylethynylmagnesium bromide), C(C)(C)(C)OC(=O)N1CCC(CC1)C(C)=O (4-acetylpiperidine-1-carboxylic acid tert-butyl ester). Run in C1CCOC1 (THF), C1CCOC1 (THF). Conditions: temperature -10 celsius, time 8 hour. Yields the product OC(C#CC1=CC=CC=C1)(C)C1CCN(CC1)C(=O)OC(C)(C)C (tert-Butyl 4-(1-hydroxy-1-methyl-3-phenylprop-2-ynyl)piperidine-1-carboxylate). Reaction SMILES: [C:1]([O:5][C:6]([N:8]1[CH2:13][CH2:12][CH:11]([C:14](=[O:16])[CH3:15])[CH2:10][CH2:9]1)=[O:7])([CH3:4])([CH3:3])[CH3:2].[C:17]1([C:23]#[C:24][Mg]Br)[CH:22]=[CH:21][CH:20]=[CH:19][CH:18]=1>C1COCC1>[OH:16][C:14]([CH:11]1[CH2:10][CH2:9][N:8]([C:6]([O:5][C:1]([CH3:2])([CH3:4])[CH3:3])=[O:7])[CH2:13][CH2:12]1)([CH3:15])[C:24]#[C:23][C:17]1[CH:22]=[CH:21][CH:20]=[CH:19][CH:18]=1. Reported procedure: Into a solution of 4-acetylpiperidine-1-carboxylic acid tert-butyl ester (0.67 g, 2.95 mmol), prepared as described in WO2004041777, in THF (20 mL) cooled at −10° C. was dropped a 1M solution of phenylethynylmagnesium bromide in THF (4.5 mL, 4.5 mmol). The reaction mixture was stirred at room temperature overnight. Afterwards, it was quenched with a saturated aq. solution of ammonium chloride and extracted with EtOAc. The combined organic layers were washed with brine, dried on Na2SO4 and evapor... Reactants: C(C(C)(C)C)(=O)OCCl (pivaloyloxymethyl chloride), CN(C=O)C (dimethylformamide), C(=O)(O)CN1C([C@@H]([C@H]1[C@@H](C)C(=S)C1=CC=C(C=C1)Cl)[C@@H](C)O)=O ((3S,4S)-1-carboxymethyl-4-[(1R)-1-(p-chlorophenylthiocarbonyl)ethyl]-3-[(1R)-1-hydroxyethyl]-2-azetidinone), [I-].[Na+] (sodium iodide), C(C)(C)N(CC)C(C)C (diisopropylethylamine). Run in C1(=CC=CC=C1)C (toluene). Reaction conditions: time 20 hour. Product: white crystal, ClC1=CC=C(C=C1)C(=S)[C@H](C)[C@@H]1[C@H](C(N1CC(=O)OCOC(C(C)(C)C)=O)=O)[C@@H](C)O ((3S,4S)-4-[(1R)-1-(p-chlorophenylthiocarbonyl)ethyl]-3-[( 1R)-1-hydroxyethyl]-1-pivaloyloxymethyloxycarbonylmethyl-2-azetidinone). The yield is 92.7%. Reaction SMILES: CN(C)C=O.[C:6]([CH2:9][N:10]1[C@H:13]([C@H:14]([C:16]([C:18]2[CH:23]=[CH:22][C:21]([Cl:24])=[CH:20][CH:19]=2)=[S:17])[CH3:15])[C@@H:12]([C@H:25]([OH:27])[CH3:26])[C:11]1=[O:28])([OH:8])=[O:7].[C:29]([O:35][CH2:36]Cl)(=[O:34])[C:30]([CH3:33])([CH3:32])[CH3:31].[I-].[Na+].C(N(C(C)C)CC)(C)C>C1(C)C=CC=CC=1>[Cl:24][C:21]1[CH:20]=[CH:19][C:18]([C:16]([C@@H:14]([C@H:13]2[N:10]([CH2:9][C:6]([O:8][CH2:36][O:35][C:29](=[O:34])[C:30]([CH3:33])([CH3:32])[CH3:31])=[O:7])[C:11](=[O:28])[C@@H:12]2[C@H:25]([OH:27])[CH3:26])[CH3:15])=[S:17])=[CH:23][CH:22]=1 |f:3.4|. Procedure: In18 ml of dimethylformamide, was dissolved 8.18 g (22.0 mmol) of (3S,4S)-1-carboxymethyl-4-[(1R)-1-(p-chlorophenylthiocarbonyl)ethyl]-3-[(1R)-1-hydroxyethyl]-2-azetidinone at room temperature. To the resulting solution, were successively added 5.5 ml (40.0 mmol) of pivaloyloxymethyl chloride and 5.75 g (40.3 mmol) of sodium iodide, and was added dropwise 4.2 ml (25.3 mmol) of diisopropylethylamine, followed by stirring the mixture for 20 hours at the same temperature. The reaction mixture was d... Reactants: CC(C)(C)OC(=O)C1CCCN1, CCOC(C)=O, CC(C)C(NC(=O)OCc1ccccc1)C(=O)O, C(=NC1CCCCC1)=NC1CCCCC1, ClC(Cl)Cl, CN(C)C=O, On1nnc2ccccc21. Yields the product CC(C)C(NC(=O)OCc1ccccc1)C(=O)N1CCCC1C(=O)OC(C)(C)C. RXN SMILES: [C:29]([CH3:30])([CH3:31])([CH3:32])[O:33][C:34]([CH:35]1[NH:36][CH2:37][CH2:38][CH2:39]1)=[O:40].[C:61]([O:62][CH2:63][CH3:64])(=[O:65])[CH3:66].[CH2:1]([c:2]1[cH:3][cH:4][cH:5][cH:6][cH:7]1)[O:8][C:9](=[O:10])[NH:11][CH:12]([CH:13]([CH3:14])[CH3:15])[C:16](=[O:17])[OH:18].[CH:41]1([N:42]=[C:43]=[N:44][CH:45]2[CH2:46][CH2:47][CH2:48][CH2:49][CH2:50]2)[CH2:51][CH2:52][CH2:53][CH2:54][CH2:55]1.[CH:67]([Cl:68])([Cl:69])[Cl:70].[O:56]=[CH:57][N:58]([CH3:59])[CH3:60].[OH:19][n:20]1[c:21]2[cH:22][cH:23][cH:24][cH:25][c:26]2[n:27][n:28]1>>[CH2:1]([c:2]1[cH:3][cH:4][cH:5][cH:6][cH:7]1)[O:8][C:9](=[O:10])[NH:11][CH:12]([CH:13]([CH3:14])[CH3:15])[C:16](=[O:18])[N:36]1[CH:35]([C:34]([O:33][C:29]([CH3:30])([CH3:31])[CH3:32])=[O:40])[CH2:39][CH2:38][CH2:37]1. Starting materials: [Br-], C1CCOC1, CON(C)C(=O)c1cn(Cc2cccc(Br)n2)c2ccccc2c1=O, Cc1ccnc([Mg+])c1. Reaction SMILES: [Br-:26].[CH2:35]1[O:36][CH2:37][CH2:38][CH2:39]1.[CH3:1][O:2][N:3]([C:4](=[O:5])[c:6]1[cH:7][n:8]([CH2:17][c:18]2[n:19][c:20]([Br:24])[cH:21][cH:22][cH:23]2)[c:9]2[cH:10][cH:11][cH:12][cH:13][c:14]2[c:15]1=[O:16])[CH3:25].[CH3:27][c:28]1[cH:29][c:30]([Mg+:34])[n:31][cH:32][cH:33]1>>[C:4](=[O:5])([c:6]1[cH:7][n:8]([CH2:17][c:18]2[n:19][c:20]([Br:24])[cH:21][cH:22][cH:23]2)[c:9]2[cH:10][cH:11][cH:12][cH:13][c:14]2[c:15]1=[O:16])[c:30]1[cH:29][c:28]([CH3:27])[cH:33][cH:32][n:31]1. Yields the product Cc1ccnc(C(=O)c2cn(Cc3cccc(Br)n3)c3ccccc3c2=O)c1. The reactants are OC1=CC=C(C=O)C=C1 (4-hydroxybenzaldehyde), C(C)(=O)NCC(=O)O (N-acetylglycine), C(C)(=O)[O-].[Na+] (sodium acetate), C(C)(=O)OC(C)=O (acetic anhydride). Solvent: ice water. Run at temperature 120 celsius, time 5 hour. Product: C(C)(=O)OC1=CC=C(C=C2N=C(OC2=O)C)C=C1 (4-(4-acetoxybenzylidene)-2-methyloxazol-5(4H)-one). Isolated yield 89.8%. As a reaction SMILES: [OH:1][C:2]1[CH:9]=[CH:8][C:5]([CH:6]=O)=[CH:4][CH:3]=1.[C:10]([NH:13][CH2:14][C:15]([OH:17])=[O:16])(=O)[CH3:11].[C:18]([O-])(=[O:20])[CH3:19].[Na+].C(OC(=O)C)(=O)C>>[C:18]([O:1][C:2]1[CH:9]=[CH:8][C:5]([CH:6]=[C:14]2[C:15](=[O:16])[O:17][C:10]([CH3:11])=[N:13]2)=[CH:4][CH:3]=1)(=[O:20])[CH3:19] |f:2.3|. Procedure details: 12.2 g of 4-hydroxybenzaldehyde, 13.9 g of N-acetylglycine, 15.6 g of sodium acetate, and 51.0 g of acetic anhydride were mixed, and the mixture was stirred at 120° C. for 5 hours. After the reaction, the reaction mixture was cooled to room temperature, and 50 ml of ice-water was added thereto, followed by stirring for 1 hour. The precipitated crystals were collected by filtration and washed with 100 ml of water. The resulting crystals were vacuum dried to give 22.0 g of 4-(4-acetoxybenzylidene)... Yield: 55.0%. The solvent is C=1(C(=CC=CC1)C)C (xylene). Yields the product C(C1=C(C(=CC(=C1)CCO)N1N=C2C(=N1)C=CC(=C2)Cl)O)C2=C(C(=CC(=C2)CCO)N2N=C1C(=N2)C=CC(=C1)Cl)O (2,2'-methylenebis[6-(5-chloro-2H-benzotriazole-2-yl)-4-(2-hydroxyethyl)phenol]). Reaction SMILES: [Cl:1][C:2]1[CH:26]=[CH:25][C:5]2=[N:6][N:7]([C:9]3[CH:14]=[C:13]([CH2:15][CH2:16][OH:17])[CH:12]=[C:11]([CH2:18]N(CC)CC)[C:10]=3[OH:24])[N:8]=[C:4]2[CH:3]=1.[Cl:27][C:28]1[CH:46]=[CH:45][C:31]2=[N:32][N:33]([C:35]3[CH:40]=[C:39]([CH2:41][CH2:42][OH:43])[CH:38]=[CH:37][C:36]=3[OH:44])[N:34]=[C:30]2[CH:29]=1.CO.C[O-].[Na+]>C1(C)C(C)=CC=CC=1>[CH2:18]([C:37]1[CH:38]=[C:39]([CH2:41][CH2:42][OH:43])[CH:40]=[C:35]([N:33]2[N:32]=[C:31]3[CH:45]=[CH:46][C:28]([Cl:27])=[CH:29][C:30]3=[N:34]2)[C:36]=1[OH:44])[C:11]1[CH:12]=[C:13]([CH2:15][CH2:16][OH:17])[CH:14]=[C:9]([N:7]2[N:6]=[C:5]3[CH:25]=[CH:26][C:2]([Cl:1])=[CH:3][C:4]3=[N:8]2)[C:10]=1[OH:24] |f:3.4|. Procedure details: In 100 ml of xylene were dissolved 37.0 g (93.9 mmols) of crude 2-(5-chloro-2H-benzotriazole-2-yl)-4-(2-hydroxyethyl)-6-(N,N-diethylaminomethyl)phenol synthesized in Example 10 and 27.2 g (93.9 mmols) of the purified product of 2-(5-chloro-2H-benzotriazole-2-yl)-4-(2-hydroxyethyl)phenol synthesized in Example 7. 5 ml of methanol solution of 28% sodium methylate was added, and the mixture was refluxed in a nitrogen stream for 10 hours. The subsequent treatment was carried out in the same manner a... Starting materials: ClC1=CC=2C(=NN(N2)C2=C(C(=CC(=C2)CCO)CN(CC)CC)O)C=C1 (2-(5-chloro-2H-benzotriazole-2-yl)-4-(2-hydroxyethyl)-6-(N,N-diethylaminomethyl)phenol), purified product, ClC1=CC=2C(=NN(N2)C2=C(C=CC(=C2)CCO)O)C=C1 (2-(5-chloro-2H-benzotriazole-2-yl)-4-(2-hydroxyethyl)phenol), CO (methanol), C[O-].[Na+] (sodium methylate). The reactants are CC=1C=C(N)C=C(C1)C (3,5-dimethylaniline), N(C1=CC=CC=C1)C1=CC=C(C=2C(C3=CC=CC=C3C(C12)=O)=O)S(=O)(=O)C1=CC=C(C)C=C1 (1-(anilino)-4-tosylanthraquinone), Xylenes. The product is N(C1=CC=CC=C1)C1=CC=C(C=2C(C3=CC=CC=C3C(C12)=O)=O)NC1=CC(=CC(=C1)C)C (1-anilino-4-(3,5-dimethylanilino)anthraquinone). The yield is 56.0%. RXN SMILES: [CH3:1][C:2]1[CH:3]=[C:4]([CH:6]=[C:7]([CH3:9])[CH:8]=1)[NH2:5].[NH:10]([C:17]1[C:30]2[C:29](=[O:31])[C:28]3[C:23](=[CH:24][CH:25]=[CH:26][CH:27]=3)[C:22](=[O:32])[C:21]=2[C:20](S(C2C=CC(C)=CC=2)(=O)=O)=[CH:19][CH:18]=1)[C:11]1[CH:16]=[CH:15][CH:14]=[CH:13][CH:12]=1>>[NH:10]([C:17]1[C:30]2[C:29](=[O:31])[C:28]3[C:23](=[CH:24][CH:25]=[CH:26][CH:27]=3)[C:22](=[O:32])[C:21]=2[C:20]([NH:5][C:4]2[CH:6]=[C:7]([CH3:9])[CH:8]=[C:2]([CH3:1])[CH:3]=2)=[CH:19][CH:18]=1)[C:11]1[CH:12]=[CH:13][CH:14]=[CH:15][CH:16]=1. Reported procedure: 1-anilino-4-(3,5-dimethylanilino)anthraquinone was prepared by reaction of 3,5-dimethylaniline with 1-(anilino)-4-tosylanthraquinone. The isolated and purified reaction product has the structure illustrated below. ##STR16## The yield was 56% and m.p. 219.5°-220.5° C. Mass spectrum, m/e 418 (M+); H-NMR (CD2Cl2)δ12.20 (br s, 2H), 8.41-8.30 (m, 2H) 7.80-7.69 (m, 2H), 7.52-7.34 (m, 7H), 6.90 (br s, 3H), 2.32 (s, 6H); UV/VIS max (Xylenes) 404 nm (ε6 600), 600 (13 400), 641 (14 400).